From a dataset of the Open Reaction Database (ORD), a public repository of structured organic reaction records. describe an organic reaction: reactants, conditions, products, and yield The reactants are C(C)(C)(C)C1=CC=C(O1)C1C(C1)C(=O)O (2-(5-t-butylfuran-2-yl)-cyclopropanecarboxylic acid), C(C(=O)Cl)(=O)Cl (oxalyl chloride). Run in CCCCCC (hexane). Run at time 2 hour. Product: C(C)(C)(C)C1=CC=C(O1)C1C(C1)C(=O)Cl (2-(5-t-butylfuran-2-yl)-cyclopropanecarbonyl chloride). The yield is 101.2%. Reaction SMILES: [C:1]([C:5]1[O:9][C:8]([CH:10]2[CH2:12][CH:11]2[C:13]([OH:15])=O)=[CH:7][CH:6]=1)([CH3:4])([CH3:3])[CH3:2].C(Cl)(=O)C([Cl:19])=O>CCCCCC>[C:1]([C:5]1[O:9][C:8]([CH:10]2[CH2:12][CH:11]2[C:13]([Cl:19])=[O:15])=[CH:7][CH:6]=1)([CH3:4])([CH3:3])[CH3:2]. Reported procedure: A mixture of 2-(5-t-butylfuran-2-yl)-cyclopropanecarboxylic acid (3.6 g, 0.017 mol) and oxalyl chloride (4.4 g, 0.035 mol) in hexane (40 ml) was stirred at room temperature for 2 hours and then warmed at 60° C. for 3 hours. The hexane and excess oxalyl chloride were removed in vacuo to give 2-(5-t-butylfuran-2-yl)-cyclopropanecarbonyl chloride (3.9 g, 100%) as a pale yellow liquid which was used in the next stage without further purification. The reactants are CC(=O)O, CNC(=O)Nc1snc(SC)c1C#N, OO. The product is CNC(=O)Nc1snc(S(C)=O)c1C#N. RXN SMILES: [CH3:17][C:18](=[O:19])[OH:20].[CH3:1][NH:2][C:3](=[O:4])[NH:5][c:6]1[c:7]([C:13]#[N:14])[c:8]([S:11][CH3:12])[n:9][s:10]1.[OH:15][OH:16]>>[CH3:1][NH:2][C:3](=[O:4])[NH:5][c:6]1[c:7]([C:13]#[N:14])[c:8]([S:11]([CH3:12])=[O:15])[n:9][s:10]1. The reactants are BrBr, CCCCC(C)(C)c1ccc(CC(C)CCl)cc1, ClCCl. Yields the product CCCCC(C)(C)c1ccc(CC(C)CCl)c(Br)c1. As a reaction SMILES: [Br:1][Br:2].[CH3:3][C:4]([CH2:5][CH2:6][CH2:7][CH3:8])([CH3:9])[c:10]1[cH:11][cH:12][c:13]([CH2:16][CH:17]([CH2:18][Cl:19])[CH3:20])[cH:14][cH:15]1.[Cl:21][CH2:22][Cl:23]>>[Br:1][c:14]1[c:13]([CH2:16][CH:17]([CH2:18][Cl:19])[CH3:20])[cH:12][cH:11][c:10]([C:4]([CH3:3])([CH2:5][CH2:6][CH2:7][CH3:8])[CH3:9])[cH:15]1. The reactants are [OH-].[Na+] (sodium hydroxide), COC(=O)C=1N=C(SC1C1=CC=C(C=C1)F)C (5-(4-fluoro-phenyl)-2-methyl-thiazole-4-carboxylic acid methyl ester). The solvent is O (water), C1CCOC1 (THF), CO (MeOH). Run at time 30 minute. Yields the product FC1=CC=C(C=C1)C1=C(N=C(S1)C)C(=O)O (5-(4-fluoro-phenyl)-2-methyl-thiazole-4-carboxylic acid). The yield is 92.9%. RXN SMILES: C[O:2][C:3]([C:5]1[N:6]=[C:7]([CH3:17])[S:8][C:9]=1[C:10]1[CH:15]=[CH:14][C:13]([F:16])=[CH:12][CH:11]=1)=[O:4].[OH-].[Na+]>C1COCC1.CO.O>[F:16][C:13]1[CH:12]=[CH:11][C:10]([C:9]2[S:8][C:7]([CH3:17])=[N:6][C:5]=2[C:3]([OH:4])=[O:2])=[CH:15][CH:14]=1 |f:1.2|. Reported procedure: To a solution of 5-(4-fluoro-phenyl)-2-methyl-thiazole-4-carboxylic acid methyl ester (15 g) in a mixture of THF (60 mL) and MeOH (20 mL) was added a solution of sodium hydroxide (2.63 g) in water (60 mL). The reaction mixture was stirred at RT for 30 min. The reaction mixture was then concentrated in vacuo, and the residue was dissolved with water (100 mL) and concentrated again in vacuo. The residue was dissolved in water (250 mL), cooled to 0° C. with a ice-bath. Then was added a solution of ...